This data is from the Open Reaction Database (ORD), a public repository of structured organic reaction records. The task is: describe an organic reaction: reactants, conditions, products, and yield Reactants: O=C([O-])Cc1ccccc1Nc1c(Cl)cccc1Cl, CC(C)(C)NCc1cc(C(=O)OCCCCCCl)cc(Br)c1N, [Na+]. Product: CC(C)(C)NCc1cc(C(=O)OCCCCCOC(=O)Cc2ccccc2Nc2c(Cl)cccc2Cl)cc(Br)c1N. As a reaction SMILES: [Cl:24][c:25]1[c:26]([NH:32][c:33]2[c:34]([CH2:39][C:40](=[O:41])[O-:42])[cH:35][cH:36][cH:37][cH:38]2)[c:27]([Cl:31])[cH:28][cH:29][cH:30]1.[NH2:1][c:2]1[c:3]([Br:23])[cH:4][c:5]([C:6](=[O:7])[O:8][CH2:9][CH2:10][CH2:11][CH2:12][CH2:13][Cl:14])[cH:15][c:16]1[CH2:17][NH:18][C:19]([CH3:20])([CH3:21])[CH3:22].[Na+:43]>>[NH2:1][c:2]1[c:3]([Br:23])[cH:4][c:5]([C:6](=[O:7])[O:8][CH2:9][CH2:10][CH2:11][CH2:12][CH2:13][O:42][C:40]([CH2:39][c:34]2[c:33]([NH:32][c:26]3[c:25]([Cl:24])[cH:30][cH:29][cH:28][c:27]3[Cl:31])[cH:38][cH:37][cH:36][cH:35]2)=[O:41])[cH:15][c:16]1[CH2:17][NH:18][C:19]([CH3:20])([CH3:21])[CH3:22]. Starting materials: C(C=1C(C(=O)OC)=CC(C(=O)OC)=CC1)(=O)OC (trimethyl trimellitate), C(C1=CC=CC=C1)(=O)OC (methyl benzoate). Product: C1=C(C=CC2=CC(=CC=C12)C(=O)OC)C(=O)OC (dimethyl 2,6-naphthalene-dicarboxylate). As a reaction SMILES: [C:1](OC)(=O)[C:2]1[C:3](=[CH:8][C:9](=[CH:14][CH:15]=1)[C:10]([O:12][CH3:13])=[O:11])[C:4](OC)=O.[C:19]([O:27][CH3:28])(=[O:26])[C:20]1C=CC=C[CH:21]=1>>[CH:1]1[C:2]2[C:3](=[CH:8][C:9]([C:10]([O:12][CH3:13])=[O:11])=[CH:14][CH:15]=2)[CH:4]=[CH:21][C:20]=1[C:19]([O:27][CH3:28])=[O:26]. Procedure: The procedure in Example 1 was repeated to carry out esterification except that mixed solvent containing 10.0 g of trimethyl trimellitate and 2.0 g of methyl benzoate was fed into the reactor. The results of analysis for the reaction product indicated 91.2 mol % yield of-the objective dimethyl 2,6-naphthalene-dicarboxylate based on 2,6-naphthalene-dicarboxylic acid; 96.0% efficiency of equilibrium achievement; and at most 1.0 mol % by-produced dimethyl ether based on methanol that was fed into t... Starting materials: BrC1=CC=C2C(=NNC2=C1)C(=O)O (6-bromo-1H-indazole-3-carboxylic acid), C1=CN(C=N1)C(=O)N2C=CN=C2 (CDI), N1CCOCC1 (Morpholine). Solvent: CN(C)C=O (DMF). Run at temperature 45 celsius, time 40 minute. Product: BrC1=CC=C2C(=NNC2=C1)C(=O)N1CCOCC1 (6-bromo-3-[(morpholin-4-yl)carbonyl]-1H-indazole). As a reaction SMILES: [Br:1][C:2]1[CH:10]=[C:9]2[C:5]([C:6]([C:11]([OH:13])=O)=[N:7][NH:8]2)=[CH:4][CH:3]=1.C1N=CN(C(N2C=NC=C2)=O)C=1.[NH:26]1[CH2:31][CH2:30][O:29][CH2:28][CH2:27]1>CN(C=O)C>[Br:1][C:2]1[CH:10]=[C:9]2[C:5]([C:6]([C:11]([N:26]3[CH2:31][CH2:30][O:29][CH2:28][CH2:27]3)=[O:13])=[N:7][NH:8]2)=[CH:4][CH:3]=1. Procedure: To a solution of 6-bromo-1H-indazole-3-carboxylic acid (500 mg, 2.07 mmol) in DMF (10 mL) was added CDI (403.62 mg, 2.49 mmol) and the reaction mixture stirred at 45° C. for 40 minutes. Morpholine (0.36 ml, 4.16 mmol) was then added and the reaction mixture stirred at RT. The reaction mixture was quenched by diluting with water. The product was extracted into EtOAc (×2) and the combined organic extracts were then washed with water and brine and dried (Na2SO4), filtered and concentrated in vacuo ... Yields the product COc1ccc(Cl)cc1C(C)=O. As a reaction SMILES: [CH3:18][I:19].[CH3:20][C:21]#[N:22].[Cl:1][c:2]1[cH:3][cH:4][c:5]([OH:11])[c:6]([C:8]([CH3:9])=[O:10])[cH:7]1.[K+:12].[K+:13].[O-:14][C:15]([O-:16])=[O:17]>>[Cl:1][c:2]1[cH:3][cH:4][c:5]([O:11][CH3:15])[c:6]([C:8]([CH3:9])=[O:10])[cH:7]1. Reactants: CI, CC#N, CC(=O)c1cc(Cl)ccc1O, [K+], [K+], O=C([O-])[O-]. Reactants: N1N=CN=C1 (1,2,4-triazole), ClC=1N=C(C2=C(N1)SC(=C2Cl)C)NCC2=CC=C(C=C2)F (2,5-dichloro-6-methyl-4-(4-fluorobenzylamino)-thieno-[2,3-d]-pyrimidine). RXN SMILES: [NH:1]1[CH:5]=[N:4][CH:3]=[N:2]1.Cl[C:7]1[N:8]=[C:9]([NH:18][CH2:19][C:20]2[CH:25]=[CH:24][C:23]([F:26])=[CH:22][CH:21]=2)[C:10]2[C:15]([Cl:16])=[C:14]([CH3:17])[S:13][C:11]=2[N:12]=1>>[N:1]1([C:7]2[N:8]=[C:9]([NH:18][CH2:19][C:20]3[CH:25]=[CH:24][C:23]([F:26])=[CH:22][CH:21]=3)[C:10]3[C:15]([Cl:16])=[C:14]([CH3:17])[S:13][C:11]=3[N:12]=2)[CH:5]=[N:4][CH:3]=[N:2]1. Yields the product N1(N=CN=C1)C=1N=C(C2=C(N1)SC(=C2Cl)C)NCC2=CC=C(C=C2)F (2-(1,2,4-triazol-1-yl)-5-chloro-6-methyl-4-(4-fluorobenzylamino)-thieno-[2,3-d]-pyrimidine). Reported procedure: Following the procedure of Example 97, the reaction of 1,2,4-triazole with 2,5-dichloro-6-methyl-4-(4-fluorobenzylamino)-thieno-[2,3-d]-pyrimidine gives 2-(1,2,4-triazol-1-yl)-5-chloro-6-methyl-4-(4-fluorobenzylamino)-thieno-[2,3-d]-pyrimidine. Reported procedure: To 200 ml of acetone were added 10.0 g of D-glucose and 100 mg of hydrogen iodide and the mixture was refluxed with stirring in a water bath at 60° C. for 8 hours. During this reaction, the refluxing solvent was dried with 20 g of Molecular Sieves 3A interposed between the reaction vessel and the cooling jacket. After completion of the reaction, a small amount of pyridine was added. The acetone was then distilled off under reduced pressure and the residue was dissolved in benzene, washed with aq... As a reaction SMILES: [CH3:1][C:2]([CH3:4])=[O:3].O=[CH:6][C@@H:7]([C@H:9]([C@@H:11]([C@@H:13]([CH2:15][OH:16])[OH:14])[OH:12])[OH:10])[OH:8].I.N1C=C[CH:21]=[CH:20][CH:19]=1>>[CH3:1][C:2]1([CH3:4])[O:8][C@@H:7]([C@H:9]2[O:10][C@@H:15]3[O:16][C:20]([CH3:21])([CH3:19])[O:14][C@@H:13]3[C@H:11]2[OH:12])[CH2:6][O:3]1. Starting materials: CC(=O)C (acetone), O=C[C@H](O)[C@@H](O)[C@H](O)[C@H](O)CO (D-glucose), I (hydrogen iodide), N1=CC=CC=C1 (pyridine). The product is CC1(OC[C@@H](O1)[C@@H]2[C@@H]([C@@H]3[C@H](O2)OC(O3)(C)C)O)C (1,2:5,6-di-O-isopropylidene-α-D-glucofuranose). Run at temperature 60 celsius, time 8 hour. Yield: 80.0%.